Dataset: the Open Reaction Database (ORD), a public repository of structured organic reaction records. Task: describe an organic reaction: reactants, conditions, products, and yield Reactants: ClC1=C(C=C(C=C1)OC)[N+](=O)[O-] (4-chloro-3-nitroanisole), Br (hydrobromic acid), C(C)(=O)OC(C)=O (acetic anhydride). The solvent is C(C)(=O)O (acetic acid). Yields the product ClC1=C(C=C(C=C1)O)[N+](=O)[O-] (4-chloro-3-nitrophenol). Yield: 83.8%. RXN SMILES: [Cl:1][C:2]1[CH:7]=[CH:6][C:5]([O:8]C)=[CH:4][C:3]=1[N+:10]([O-:12])=[O:11].Br.C(OC(=O)C)(=O)C>C(O)(=O)C>[Cl:1][C:2]1[CH:7]=[CH:6][C:5]([OH:8])=[CH:4][C:3]=1[N+:10]([O-:12])=[O:11]. Procedure details: There were mixed 20 g of 4-chloro-3-nitroanisole, 67 ml of acetic acid and 83 ml of 47% (w/w) hydrobromic acid. Thereto was added 50 ml of acetic anhydride. The mixture was refluxed for 8.5 hours. After the completion of the reaction, the solvent was removed by distillation under reduced pressure. The residue was mixed with 300 ml of ethyl acetate and 500 ml of water. The resulting organic layer was separated, washed with a saturated aqueous sodium hydrogencarbonate solution, water and a saturat... Starting materials: FC(C(=O)O)(F)F (trifluoroacetic acid), C(C(=O)C1=CC=CC=C1)CCNC1=C(N(C2=CC(=CC(=C12)Cl)Cl)C(=O)OC(C)(C)C)C(=O)OCC (3-[(phenacyl)ethylamino]-2-carbethoxy-4,6-dichloro-1-tert-butyloxycarbonyl-indole), C(O)([O-])=O.[Na+] (sodium hydrogen carbonate). The solvent is C(Cl)Cl (methylene chloride). Conditions: time 4 hour. Yields the product C(C(=O)C1=CC=CC=C1)CCNC1=C(NC2=CC(=CC(=C12)Cl)Cl)C(=O)OCC (3-[(Phenacyl)ethylamino]-2-carbethoxy-4,6-dichloroindole). Isolated yield 34.9%. As a reaction SMILES: [CH2:1]([CH2:10][CH2:11][NH:12][C:13]1[C:21]2[C:16](=[CH:17][C:18]([Cl:23])=[CH:19][C:20]=2[Cl:22])[N:15](C(OC(C)(C)C)=O)[C:14]=1[C:31]([O:33][CH2:34][CH3:35])=[O:32])[C:2]([C:4]1[CH:9]=[CH:8][CH:7]=[CH:6][CH:5]=1)=[O:3].FC(F)(F)C(O)=O.C(=O)([O-])O.[Na+]>C(Cl)Cl>[CH2:1]([CH2:10][CH2:11][NH:12][C:13]1[C:21]2[C:16](=[CH:17][C:18]([Cl:23])=[CH:19][C:20]=2[Cl:22])[NH:15][C:14]=1[C:31]([O:33][CH2:34][CH3:35])=[O:32])[C:2]([C:4]1[CH:9]=[CH:8][CH:7]=[CH:6][CH:5]=1)=[O:3] |f:2.3|. Reported procedure: Dissolve 3-[(phenacyl)ethylamino]-2-carbethoxy-4,6-dichloro-1-tert-butyloxycarbonyl-indole (0.79 g, 1.57 mmol) in methylene chloride (5 mL) and add, by dropwise addition, trifluoroacetic acid (5 mL). Stir for 4 hours and pour carefully into saturated sodium hydrogen carbonate (100 mL). Extract into ethyl acetate, dry (MgSO4) and evaporate the solvent in vacuo to give as yellow oil. Recrystallize (ethyl acetate/hexane) to give the title compound (0.23 g, 36%); mp 203°-5° C. The reactants are C([O-])([O-])=O.[K+].[K+] (potassium carbonate), ClCCC(=O)C1=CC2=CC=CC=C2C=C1 (2-chloroethyl-2-naphthyl ketone), C(CO)O (ethylene glycol), O.C1(=CC=C(C=C1)S(=O)(=O)O)C (p-toluenesulfonic acid monohydrate). Run in C1(=CC=CC=C1)C (toluene). Product: C1=C(C=CC2=CC=CC=C12)C1(OCCO1)CCCl (2-(2-naphthyl)-2-(2-chloroethyl)-1,3-dioxolane). RXN SMILES: [Cl:1][CH2:2][CH2:3][C:4]([C:6]1[CH:15]=[CH:14][C:13]2[C:8](=[CH:9][CH:10]=[CH:11][CH:12]=2)[CH:7]=1)=[O:5].[CH2:16](O)[CH2:17][OH:18].O.C1(C)C=CC(S(O)(=O)=O)=CC=1.C(=O)([O-])[O-].[K+].[K+]>C1(C)C=CC=CC=1>[CH:7]1[C:8]2[C:13](=[CH:12][CH:11]=[CH:10][CH:9]=2)[CH:14]=[CH:15][C:6]=1[C:4]1([CH2:3][CH2:2][Cl:1])[O:18][CH2:17][CH2:16][O:5]1 |f:2.3,4.5.6|. Reported procedure: A solution of 1.36 g of 2-chloroethyl-2-naphthyl ketone, 6.05 g ethylene glycol and a crystal of p-toluenesulfonic acid monohydrate in 50 ml of toluene is heated for 8 hours under reflux through a Dean-Stark trap. After cooling, the mixture is neutralized by pouring into excess aqueous potassium carbonate, extracted with 200 ml ether and the organic phase washed, dried (MgSO4), and evaporated to yield 2-(2-naphthyl)-2-(2-chloroethyl)-1,3-dioxolane. Without further purification the crude ketal (1... Starting materials: Nc1cccc(-c2c(C(=O)c3ccccc3)cnc3c(C(F)(F)F)cccc23)c1, O=Cc1ccc(-c2ccccc2)cc1. Yields the product O=C(c1ccccc1)c1cnc2c(C(F)(F)F)cccc2c1-c1cccc(NCc2ccc(-c3ccccc3)cc2)c1. RXN SMILES: [NH2:1][c:2]1[cH:3][c:4](-[c:8]2[c:9]([C:22](=[O:23])[c:24]3[cH:25][cH:26][cH:27][cH:28][cH:29]3)[cH:10][n:11][c:12]3[c:13]([C:18]([F:19])([F:20])[F:21])[cH:14][cH:15][cH:16][c:17]23)[cH:5][cH:6][cH:7]1.[c:30]1(-[c:38]2[cH:39][cH:40][cH:41][cH:42][cH:43]2)[cH:31][cH:32][c:33]([CH:36]=[O:37])[cH:34][cH:35]1>>[NH:1]([c:2]1[cH:3][c:4](-[c:8]2[c:9]([C:22](=[O:23])[c:24]3[cH:25][cH:26][cH:27][cH:28][cH:29]3)[cH:10][n:11][c:12]3[c:13]([C:18]([F:19])([F:20])[F:21])[cH:14][cH:15][cH:16][c:17]23)[cH:5][cH:6][cH:7]1)[CH2:36][c:33]1[cH:32][cH:31][c:30](-[c:38]2[cH:39][cH:40][cH:41][cH:42][cH:43]2)[cH:35][cH:34]1. The reactants are CCOC(=O)c1cc(COCCOCCOC)n(Cc2cc(-c3ccc(Cl)s3)on2)n1, C1CCOC1, Cl, [Na+], [OH-], O. The product is COCCOCCOCc1cc(C(=O)O)nn1Cc1cc(-c2ccc(Cl)s2)on1. RXN SMILES: [CH2:1]([CH3:2])[O:3][C:4](=[O:5])[c:6]1[n:7][n:8]([CH2:20][c:21]2[n:22][o:23][c:24](-[c:26]3[s:27][c:28]([Cl:31])[cH:29][cH:30]3)[cH:25]2)[c:9]([CH2:11][O:12][CH2:13][CH2:14][O:15][CH2:16][CH2:17][O:18][CH3:19])[cH:10]1.[CH2:35]1[O:36][CH2:37][CH2:38][CH2:39]1.[ClH:34].[Na+:33].[OH-:32].[OH2:40]>>[O:3]=[C:4]([OH:5])[c:6]1[n:7][n:8]([CH2:20][c:21]2[n:22][o:23][c:24](-[c:26]3[s:27][c:28]([Cl:31])[cH:29][cH:30]3)[cH:25]2)[c:9]([CH2:11][O:12][CH2:13][CH2:14][O:15][CH2:16][CH2:17][O:18][CH3:19])[cH:10]1.